Dataset: the Open Reaction Database (ORD), a public repository of structured organic reaction records. Task: describe an organic reaction: reactants, conditions, products, and yield Starting materials: C(C)(C)(C)O (tert. butanol), C[Si](Cl)(C)C (trimethylchlorosilane). Reagents/catalysts: [Br-].C(CCC)[N+](CCCC)(CCCC)CCCC (tetra-n-butyl ammonium bromide). Product: CC(C)(O[Si](C)(C)C)C (1.1-dimethyl-1-trimethylsiloxyethane). RXN SMILES: [C:1]([OH:5])([CH3:4])([CH3:3])[CH3:2].[CH3:6][Si:7]([CH3:10])([CH3:9])Cl>[Br-].C([N+](CCCC)(CCCC)CCCC)CCC>[CH3:2][C:1]([CH3:4])([O:5][Si:7]([CH3:10])([CH3:9])[CH3:6])[CH3:3] |f:2.3|. Procedure: 1 mole of tert. butanol, 1.5 moles of trimethylchlorosilane and 0.001 moles of tetra-n-butyl ammonium bromide were reacted at the reflux temperature (54°-67° C.) as in Example 1 and then worked up by distillation. The reactants are COC(=O)c1c(C(=O)OC)c(-c2ccc(OC)c(OC)c2)c2cc(OCc3ccccc3)c(OC)cc2c1O, CO, [H][H], C1CCOC1. The product is COC(=O)c1c(C(=O)OC)c(-c2ccc(OC)c(OC)c2)c2cc(O)c(OC)cc2c1O. As a reaction SMILES: [CH3:1][O:2][c:3]1[cH:4][c:5](-[c:11]2[c:12]([C:36](=[O:37])[O:38][CH3:39])[c:13]([C:32](=[O:33])[O:34][CH3:35])[c:14]([OH:31])[c:15]3[cH:16][c:17]([O:29][CH3:30])[c:18]([O:21][CH2:22][c:23]4[cH:24][cH:25][cH:26][cH:27][cH:28]4)[cH:19][c:20]23)[cH:6][cH:7][c:8]1[O:9][CH3:10].[CH3:45][OH:46].[H:47][H:48].[O:40]1[CH2:41][CH2:42][CH2:43][CH2:44]1>>[CH3:1][O:2][c:3]1[cH:4][c:5](-[c:11]2[c:12]([C:36](=[O:37])[O:38][CH3:39])[c:13]([C:32](=[O:33])[O:34][CH3:35])[c:14]([OH:31])[c:15]3[cH:16][c:17]([O:29][CH3:30])[c:18]([OH:21])[cH:19][c:20]23)[cH:6][cH:7][c:8]1[O:9][CH3:10]. Starting materials: O (water), C1(=CC=C(C=C1)S(=O)(=O)O)C (p-toluenesulfonic acid), NC=1SC=C(N1)/C(/C(=O)NC1[C@@H]2N(C(=C(CS2)COC)C(=O)OC(C)OC(C(C)(C)C)=O)C1=O)=N/O (α-(2,2-dimethylpropanoyloxy)ethyl 7-[2-(2-aminothiazol-4-yl)-2-(Z)-hydroxyimino-acetamido]-3-methoxymethyl-3-cephem-4-carboxylate). The solvent is CC(=O)C (acetone), CC(=O)C (acetone). The product is C=1(C(=CC=CC1)S(=O)(=O)O)C.NC=1SC=C(N1)/C(/C(=O)NC1[C@@H]2N(C(=C(CS2)COC)C(=O)OC(C)OC(C(C)(C)C)=O)C1=O)=N/O (α-(2,2-Dimethylpropanoyloxy)ethyl 7-[2-(2-aminothiazol-4-yl)-2-(Z)-hydroxyimino-acetamido]-3-methoxymethyl-3-cephem-4-carboxylate toluenesulfonate). The yield is 151.3%. As a reaction SMILES: [C:1]1(C)[CH:6]=[CH:5][C:4]([S:7]([OH:10])(=[O:9])=[O:8])=[CH:3][CH:2]=1.[NH2:12][C:13]1[S:14][CH:15]=[C:16](/[C:18](=[N:46]/[OH:47])/[C:19]([NH:21][CH:22]2[C:44](=[O:45])[N:24]3[C:25]([C:32]([O:34][CH:35]([O:37][C:38](=[O:43])[C:39]([CH3:42])([CH3:41])[CH3:40])[CH3:36])=[O:33])=[C:26]([CH2:29][O:30][CH3:31])[CH2:27][S:28][C@H:23]23)=[O:20])[N:17]=1.O>CC(C)=O>[C:3]1([CH3:13])[C:4]([S:7]([OH:10])(=[O:8])=[O:9])=[CH:5][CH:6]=[CH:1][CH:2]=1.[NH2:12][C:13]1[S:14][CH:15]=[C:16](/[C:18](=[N:46]/[OH:47])/[C:19]([NH:21][CH:22]2[C:44](=[O:45])[N:24]3[C:25]([C:32]([O:34][CH:35]([O:37][C:38](=[O:43])[C:39]([CH3:41])([CH3:42])[CH3:40])[CH3:36])=[O:33])=[C:26]([CH2:29][O:30][CH3:31])[CH2:27][S:28][C@H:23]23)=[O:20])[N:17]=1 |f:4.5|. Reported procedure: A solution of 570 mg (3 mmol) of p-toluenesulfonic acid in 1 ml of acetone was added to a solution of 1.08 g (2 mmol) of α-(2,2-dimethylpropanoyloxy)ethyl 7-[2-(2-aminothiazol-4-yl)-2-(Z)-hydroxyimino-acetamido]-3-methoxymethyl-3-cephem-4-carboxylate in 3 ml of acetone. 28 ml of water was then slowly added dropwise with stirring to the rapidly forming crystal suspension. The crystalline precipitate was then filtered off with suction, washed eight times with 3 ml of water and dried in vacuo over ... Reactants: B(O)O (boronic acid), BrC1=CC=C(C(=N1)C=O)F (6-bromo-3-fluoropicolinaldehyde), S1C=C(C=C1)B(O)O (thiophen-3-ylboronic acid). Yields the product FC=1C(=NC(=CC1)C1=CSC=C1)C=O (3-fluoro-6-(thiophen-3-yl)picolinaldehyde). As a reaction SMILES: B(O)O.Br[C:5]1[N:10]=[C:9]([CH:11]=[O:12])[C:8]([F:13])=[CH:7][CH:6]=1.[S:14]1[CH:18]=[CH:17][C:16](B(O)O)=[CH:15]1>>[F:13][C:8]1[C:9]([CH:11]=[O:12])=[N:10][C:5]([C:16]2[CH:17]=[CH:18][S:14][CH:15]=2)=[CH:6][CH:7]=1. Reported procedure: 3-fluoro-6-(thiophen-3-yl)picolinaldehyde was prepared using the general boronic acid coupling procedure for 6-bromo-3-fluoropicolinaldehyde and thiophen-3-ylboronic acid (80.5 mg, 101.5 mg theoretical, 79.3%). LC-MS m/z 208.2 (M+1). Reactants: COCCCN (3-methoxypropylamine), BrCC(=O)OCC (ethyl bromoacetate). The solvent is O1CCCC1 (tetrahydrofuran), O1CCCC1 (tetrahydrofuran), O (water). Reaction conditions: time 2 hour. Product: C(C)OC(CNCCCOC)=O (N-(3-methoxypropyl)glycine ethyl ester). Isolated yield 67.1%. RXN SMILES: [CH3:1][O:2][CH2:3][CH2:4][CH2:5][NH2:6].Br[CH2:8][C:9]([O:11][CH2:12][CH3:13])=[O:10]>O1CCCC1.O>[CH2:12]([O:11][C:9](=[O:10])[CH2:8][NH:6][CH2:5][CH2:4][CH2:3][O:2][CH3:1])[CH3:13]. Reported procedure: A solution containing 52 g of 3-methoxypropylamine in 100 ml of tetrahydrofuran is immersed in iced water and a solution containing 27 g of ethyl bromoacetate in 30 ml of tetrahydrofuran is added dropwise for 1 hour. The resultant is stirred at room temperature for 2 hours and the solvent and the excess 3-methoxypropylamine are evaporated under reduced pressure. The residue is purified by silica gel column chromatography (ethanol:dichloromethane=1:20) to obtain 19 g of the captioned compound in ... Starting materials: ClC1=CC=C2C(C(=O)OC(N2)=O)=C1Cl (5,6-dichloroisatoic acid anhydride), N1[C@H](C(=O)O)CCC1 (L-proline). Solvent: CS(=O)C (dimethyl sulphoxide). Product: ClC1=C(C=CC2=C1C(N1[C@H](C(N2)=O)CCC1)=O)Cl ((S)-6,7-dichloro-1,2,3,11a-tetrahydro-5H-pyrrolo[2,1-c][1,4]benzodiazepine-5,11(10H)-dione). As a reaction SMILES: [Cl:1][C:2]1[C:13]([Cl:14])=[C:6]2[C:7]([O:9][C:10](=[O:12])[NH:11][C:5]2=[CH:4][CH:3]=1)=O.[NH:15]1[CH2:22][CH2:21][CH2:20][C@H:16]1C(O)=O>CS(C)=O>[Cl:14][C:13]1[C:6]2[C:7](=[O:9])[N:15]3[CH2:22][CH2:21][CH2:20][C@H:16]3[C:10](=[O:12])[NH:11][C:5]=2[CH:4]=[CH:3][C:2]=1[Cl:1]. Reported procedure: A mixture of 22 g (94.8 mmol) of 5,6-dichloroisatoic acid anhydride, 10.85 g (94.8 mmol) of L-proline and 100 ml of dimethyl sulphoxide is heated to 90° for 0.5 hour, subsequently evaporated to dryness in a high vacuum and the residue is heated to 150° for 1 hour. By chromatography on silica gel while eluting with ethyl acetate and subsequent crystallization from ethyl acetate and hexane there is obtained (S)-6,7-dichloro-1,2,3,11a-tetrahydro-5H-pyrrolo[2,1-c][1,4]benzodiazepine-5,11(10H)-dione ... Reactants: O=C(Cl)c1ccccc1, CCOC(=O)c1cncc2c(COc3cccc(N)c3)csc12, C1CCOC1, CCN(C(C)C)C(C)C. Yields the product CCOC(=O)c1cncc2c(COc3cccc(NC(=O)c4ccccc4)c3)csc12. Reaction SMILES: [C:33]([c:34]1[cH:35][cH:36][cH:37][cH:38][cH:39]1)(=[O:40])[Cl:41].[CH2:1]([CH3:2])[O:3][C:4](=[O:5])[c:6]1[c:7]2[c:8]([cH:9][n:10][cH:11]1)[c:12]([CH2:15][O:16][c:17]1[cH:18][c:19]([NH2:23])[cH:20][cH:21][cH:22]1)[cH:13][s:14]2.[CH2:42]1[O:43][CH2:44][CH2:45][CH2:46]1.[CH:24]([N:25]([CH:26]([CH3:27])[CH3:28])[CH2:29][CH3:30])([CH3:31])[CH3:32]>>[CH2:1]([CH3:2])[O:3][C:4](=[O:5])[c:6]1[c:7]2[c:8]([cH:9][n:10][cH:11]1)[c:12]([CH2:15][O:16][c:17]1[cH:18][c:19]([NH:23][C:33]([c:34]3[cH:35][cH:36][cH:37][cH:38][cH:39]3)=[O:40])[cH:20][cH:21][cH:22]1)[cH:13][s:14]2. Starting materials: FC=1C=CC=C2C=3C(=CC=CC3N(C12)CC1=CC=C(C=C1)F)O (8-Fluoro-9-(4-fluorobenzyl)-9H-carbazol-4-ol), Cl.C(C)N(CCCl)CC (2-diethylaminoethylchloride hydrochloride), C([O-])([O-])=O.[K+].[K+] (potassium carbonate), [I-].[Na+] (sodium iodide). Solvent: CN(C)C=O (DMF). The product is C(C)N(CCOC1=CC=CC=2N(C3=C(C=CC=C3C12)F)CC1=CC=C(C=C1)F)CC (N,N-Diethyl-N-(2-{[8-fluoro-9-(4-fluorobenzyl)-9H-carbazol-4-yl]oxy}ethyl)amine). The yield is 74.4%. RXN SMILES: [F:1][C:2]1[CH:3]=[CH:4][CH:5]=[C:6]2[C:14]=1[N:13]([CH2:15][C:16]1[CH:21]=[CH:20][C:19]([F:22])=[CH:18][CH:17]=1)[C:12]1[CH:11]=[CH:10][CH:9]=[C:8]([OH:23])[C:7]2=1.Cl.[CH2:25]([N:27]([CH2:31][CH3:32])[CH2:28][CH2:29]Cl)[CH3:26].C(=O)([O-])[O-].[K+].[K+].[I-].[Na+]>CN(C=O)C>[CH2:25]([N:27]([CH2:31][CH3:32])[CH2:28][CH2:29][O:23][C:8]1[C:7]2[C:6]3[C:14](=[C:2]([F:1])[CH:3]=[CH:4][CH:5]=3)[N:13]([CH2:15][C:16]3[CH:21]=[CH:20][C:19]([F:22])=[CH:18][CH:17]=3)[C:12]=2[CH:11]=[CH:10][CH:9]=1)[CH3:26] |f:1.2,3.4.5,6.7|. Procedure: 8-Fluoro-9-(4-fluorobenzyl)-9H-carbazol-4-ol (0.0226 g, 0.073 mmol), 2-diethylaminoethylchloride hydrochloride (0.0202 g, 0.12 mmol), potassium carbonate (0.0330 g, 0.24 mmol), sodium iodide (0.0018 g, 0.012 mmol) and DMF (1 mL) are heated at 80° C. for 3 h. After the mixture had cooled, it is partitioned between water and ethyl acetate. The organic layer is dried over magnesium sulfate and concentrated to an oil. The oil is chromatographed on silica gel (20 mL) using methanol/dichloromethane (2... Reactants: CC1=C(C=CC=C1[Mg]Cl)C1=CC=CC=C1 ((2-methyl[1,1'-biphenyl]-3-yl)magnesium chloride), CC(OC(=O)C)OC(=O)C (Delrin), ice, Cl (hydrochloric acid), mixture, CCCCCCCC (n-octane). Run in C1(=CC=CC=C1)C (toluene). Run at temperature 53 celsius, time 3 hour. The product is CC1=C(C=CC=C1CO)C1=CC=CC=C1 ((2-methyl[1,1'-biphenyl]-3-yl)methanol). Isolated yield 89.9%. RXN SMILES: [CH3:1][C:2]1[C:7]([Mg]Cl)=[CH:6][CH:5]=[CH:4][C:3]=1[C:10]1[CH:15]=[CH:14][CH:13]=[CH:12][CH:11]=1.C[CH:17](OC(C)=O)[O:18]C(C)=O.Cl.CCCCCCCC>C1(C)C=CC=CC=1>[CH3:1][C:2]1[C:7]([CH2:17][OH:18])=[CH:6][CH:5]=[CH:4][C:3]=1[C:10]1[CH:15]=[CH:14][CH:13]=[CH:12][CH:11]=1. Procedure details: Under a nitrogen atmosphere, the reaction mixture from above was decanted into a clean, dry flask, leaving the unreacted magnesium turnings in the first flask. This solution, which contains (2-methyl[1,1'-biphenyl]-3-yl)magnesium chloride, was heated to reflux, and 16.5 g (0.55 mole based on formaldehyde) of polyoxymethylene diacetate (avg. mol. wgt. approx. 50,000, available commercially from E.I. du Pont de Nemours & Co., Inc., Wilmington, Delaware under the trade name Delrin 500 acetal homopo...